This data is from the Open Reaction Database (ORD), a public repository of structured organic reaction records. The task is: describe an organic reaction: reactants, conditions, products, and yield Reactants: ClC=1C=CC2=C(C(=NCC=3N2C(=NN3)CCN3C(C=2C(C3=O)=CC=CC2)=O)C2=C(C=CC=C2)Cl)C1 (N-[2-[8-chloro-6-(o-chlorophenyl)-4H-s-triazolo[4,3-a][1,4]benzodiazepin-1-yl]ethyl]phthalimide), O.NN (hydrazine hydrate). Yields the product NCCC1=NN=C2N1C1=C(C(=NC2)C2=C(C=CC=C2)Cl)C=C(C=C1)Cl (1-(2-aminoethyl)-8 -chloro-6-(o-chlorophenyl)-4H-s-triazolo[4,3-a][1,4] benzodiazepin). RXN SMILES: [Cl:1][C:2]1[CH:3]=[CH:4][C:5]2[N:11]3[C:12]([CH2:15][CH2:16][N:17]4C(=O)C5=CC=CC=C5C4=O)=[N:13][N:14]=[C:10]3[CH2:9][N:8]=[C:7]([C:28]3[CH:33]=[CH:32][CH:31]=[CH:30][C:29]=3[Cl:34])[C:6]=2[CH:35]=1.O.NN>>[NH2:17][CH2:16][CH2:15][C:12]1[N:11]2[C:5]3[CH:4]=[CH:3][C:2]([Cl:1])=[CH:35][C:6]=3[C:7]([C:28]3[CH:33]=[CH:32][CH:31]=[CH:30][C:29]=3[Cl:34])=[N:8][CH2:9][C:10]2=[N:14][N:13]=1 |f:1.2|. Procedure details: In the manner given in Example 21, a mixture of N-[2-[8-chloro-6-(o-chlorophenyl)-4H-s-triazolo[4,3-a][1,4]benzodiazepin-1-yl]ethyl]phthalimide is heated with hydrazine hydrate to give 1-(2-aminoethyl)-8 -chloro-6-(o-chlorophenyl)-4H-s-triazolo[4,3-a][1,4] benzodiazepin. The reactants are Cl (hydrochloric acid), C(C)(C)(C)OC(=O)NC(COC1=NOC2=C1C=C(C=C2)NC=O)COC2OCCCC2 (3-[2-tert-Butoxycarbonylamino-3-(2,3,4,5-tetrahydropyranyloxy)propoxy]-5-formylamino-1,2-benzoisoxazole), O (water), B#B (diborane). Run in O1CCCC1 (tetrahydrofuran), O1CCCC1 (tetrahydrofuran). Product: NC(COC1=NOC2=C1C=C(C=C2)NC)CO (3-(2-amino-3-hydroxypropoxy)-5-methylamino-1,2-benzoisoxazole). Reaction SMILES: C(OC([NH:8][CH:9]([CH2:24][O:25]C1CCCCO1)[CH2:10][O:11][C:12]1[C:16]2[CH:17]=[C:18]([NH:21][CH:22]=O)[CH:19]=[CH:20][C:15]=2[O:14][N:13]=1)=O)(C)(C)C.B#B.O.Cl>O1CCCC1>[NH2:8][CH:9]([CH2:24][OH:25])[CH2:10][O:11][C:12]1[C:16]2[CH:17]=[C:18]([NH:21][CH3:22])[CH:19]=[CH:20][C:15]=2[O:14][N:13]=1. Procedure details: 3-[2-tert-Butoxycarbonylamino-3-(2,3,4,5-tetrahydropyranyloxy)propoxy]-5-formylamino-1,2-benzoisoxazole is dissolved in 9 ml of tetrahydrofuran, and at 5°-10° C., 3.2 ml of a tetrahydrofuran solution (1M) of diborane is added, after which they are subjected to reaction at 20°-25° C. for one hour. Subsequently, 9 ml of water is added and the pH is adjusted to 0 with 6N hydrochloric acid, after which they are subjected to reaction at 20°-25° C. for one hour. The reaction mixture is concentrated un... Reactants: P(Br)(Br)Br (phosphorus tribromide), 1-L, ClC=1C=C(C(=C(C(=O)O)C1)NC(=O)OCC)C (5-chloro-2-[(ethoxy-carbonyl)amino]-3-methylbenzoic acid). Solvent: C1(=CC=CC=C1)C (toluene). Reaction conditions: temperature 65 celsius. Product: intermediate, ClC=1C=C(C2=C(C(OC(=N2)OCC)=O)C1)C (6-chloro-2-ethoxy-8-methyl-4H-3,1-benzoxazin-4-one). The yield is 0.2%. RXN SMILES: [Cl:1][C:2]1[CH:3]=[C:4]([CH3:17])[C:5]([NH:11][C:12]([O:14][CH2:15][CH3:16])=[O:13])=[C:6]([CH:10]=1)[C:7](O)=[O:8].P(Br)(Br)Br>C1(C)C=CC=CC=1>[Cl:1][C:2]1[CH:3]=[C:4]([CH3:17])[C:5]2[N:11]=[C:12]([O:14][CH2:15][CH3:16])[O:13][C:7](=[O:8])[C:6]=2[CH:10]=1. Procedure: A 1-L, three-necked flask equipped with an addition funnel, thermometer, condenser, nitrogen bubbler, and caustic scrubber was charged with 5-chloro-2-[(ethoxy-carbonyl)amino]-3-methylbenzoic acid (i.e. the product of Reference Example 1) (74.0 g, 0.288 mol) and toluene (300 mL). The mixture was heated at 60-65° C. while phosphorus tribromide (39 g, 0.144 mol) was added over about 60 minutes. The mixture was heated at 65° C. for about 30 minutes, which resulted in no more than 0.2% of the interm... The reactants are [BH4-], CCOC(C)=O, ClCCl, COCCOC, CC1=C(C(=O)CS(=O)(=O)NC(C)C)C(c2cc([N+](=O)[O-])ccc2Cl)C(C(=O)OC(C)C)=C(C)N1, CC(C)O, [Na+]. The product is CC1=C(C=CS(=O)(=O)NC(C)C)C(c2cc([N+](=O)[O-])ccc2Cl)C(C(=O)OC(C)C)=C(C)N1. RXN SMILES: [BH4-:35].[C:37]([O:38][CH2:39][CH3:40])(=[O:41])[CH3:42].[CH2:43]([Cl:44])[Cl:45].[CH3:50][O:51][CH2:52][CH2:53][O:54][CH3:55].[CH:1]([CH3:2])([CH3:3])[O:4][C:5]([C:6]1=[C:7]([CH3:33])[NH:8][C:9]([CH3:32])=[C:10]([C:22]([CH2:23][S:24]([NH:25][CH:26]([CH3:27])[CH3:28])(=[O:29])=[O:30])=[O:31])[CH:11]1[c:12]1[c:13]([Cl:21])[cH:14][cH:15][c:16]([N+:18](=[O:19])[O-:20])[cH:17]1)=[O:34].[CH:46]([OH:47])([CH3:48])[CH3:49].[Na+:36]>>[CH:1]([CH3:2])([CH3:3])[O:4][C:5]([C:6]1=[C:7]([CH3:33])[NH:8][C:9]([CH3:32])=[C:10]([CH:22]=[CH:23][S:24]([NH:25][CH:26]([CH3:27])[CH3:28])(=[O:29])=[O:30])[CH:11]1[c:12]1[c:13]([Cl:21])[cH:14][cH:15][c:16]([N+:18](=[O:19])[O-:20])[cH:17]1)=[O:34].